Dataset: the Open Reaction Database (ORD), a public repository of structured organic reaction records. Task: describe an organic reaction: reactants, conditions, products, and yield The reactants are [C-]#N.[K+] (potassium cyanide), O1CC12CCN(CC2)C2=CC=C(C=C2)N2C(O[C@H](C2)CNC(C)=O)=O ((S)—N-{3-[4-(1-oxa-6-aza-spiro[2.5]oct-6-yl)-phenyl]-2-oxo-oxazolidin-5-ylmethyl}-acetamide), CO (methanol). Solvent: CN(C=O)C (dimethylformamide). Conditions: temperature 25 celsius, time 12 hour. Yields the product C(#N)CC1(CCN(CC1)C1=CC=C(C=C1)N1C(O[C@H](C1)CNC(C)=O)=O)O ((S)—N-{3-[4-(4-Cyanomethyl-4-hydroxy piperidin-1-yl)-phenyl]-2-oxo-oxazolidin-5-ylmethyl}-acetamide). Reaction SMILES: [C-:1]#[N:2].[K+].[O:4]1[C:6]2([CH2:11][CH2:10][N:9]([C:12]3[CH:17]=[CH:16][C:15]([N:18]4[CH2:22][C@H:21]([CH2:23][NH:24][C:25](=[O:27])[CH3:26])[O:20][C:19]4=[O:28])=[CH:14][CH:13]=3)[CH2:8][CH2:7]2)[CH2:5]1.CO>CN(C)C=O>[C:1]([CH2:5][C:6]1([OH:4])[CH2:11][CH2:10][N:9]([C:12]2[CH:17]=[CH:16][C:15]([N:18]3[CH2:22][C@H:21]([CH2:23][NH:24][C:25](=[O:27])[CH3:26])[O:20][C:19]3=[O:28])=[CH:14][CH:13]=2)[CH2:8][CH2:7]1)#[N:2] |f:0.1|. Procedure details: The title compound was prepared by reacting potassium cyanide (20.7 mmol) with (S)—N-{3-[4-(1-oxa-6-aza-spiro[2.5]oct-6-yl)-phenyl]-2-oxo-oxazolidin-5-ylmethyl}-acetamide (13.8 mmol) in 60 ml 5:1 methanol: dimethylformamide mixture under stirring. The reaction was stirred for 12 hours at 25° C. and quenched with saturated ferrous sulfate solution. The reaction mixture was filtered. The filtrate was extracted with ethyl acetate, organic layer was washed with brine and dried over sodium sulfate. E... Reaction conditions: time 96 hour. Procedure: At 0° C. the solution of 467 mg (0.51 mmol) of HCl.Arg(Tos)-Pro-Ala-Lys(ClZ)-OBzl (SEQ ID NO: 12) in 20 ml of anhydrous tetrahydrofuran was adjusted to pH 9, to which he pre-cold solution of 195 mg, (0.53 mmol) of Boc-Gln-Onp in 10 ml of anhydrous tetrahydrofuran was added. The reaction mixture was stirred at room temperature for 96 h and TLC (chloroform/methanol, 9:1) indicated complete disappearance of HCl.Arg(Tos)-Pro-Ala-Lys(ClZ)-OBzl (SEQ ID NO: 12). The reaction mixture was evaporated to d... The solvent is O1CCCC1 (tetrahydrofuran), O1CCCC1 (tetrahydrofuran). RXN SMILES: Cl.[NH2:2][C@H:3]([C:21]([N:23]1[CH2:62][CH2:61][CH2:60][C@H:24]1[C:25]([NH:27][C@H:28]([C:30]([NH:32][C@H:33]([C:50]([O:52][CH2:53][C:54]1[CH:59]=[CH:58][CH:57]=[CH:56][CH:55]=1)=[O:51])[CH2:34][CH2:35][CH2:36][CH2:37][NH:38][C:39]([O:41][CH2:42][C:43]1[CH:49]=[CH:48][CH:47]=[CH:46][C:44]=1[Cl:45])=[O:40])=[O:31])[CH3:29])=[O:26])=[O:22])[CH2:4][CH2:5][CH2:6][NH:7][C:8](=[NH:20])[NH:9][S:10]([C:13]1[CH:19]=[CH:18][C:16]([CH3:17])=[CH:15][CH:14]=1)(=[O:12])=[O:11].[CH3:63][C:64]([O:67][C:68]([NH:70][C@H:71]([C:77](OC1C=CC([N+]([O-])=O)=CC=1)=[O:78])[CH2:72][CH2:73][C:74]([NH2:76])=[O:75])=[O:69])([CH3:66])[CH3:65].C(Cl)(Cl)Cl.CO>O1CCCC1>[NH:70]([C:68]([O:67][C:64]([CH3:66])([CH3:65])[CH3:63])=[O:69])[C@H:71]([C:77]([NH:2][C@H:3]([C:21]([N:23]1[CH2:62][CH2:61][CH2:60][C@H:24]1[C:25]([NH:27][C@H:28]([C:30]([NH:32][C@H:33]([C:50]([O:52][CH2:53][C:54]1[CH:59]=[CH:58][CH:57]=[CH:56][CH:55]=1)=[O:51])[CH2:34][CH2:35][CH2:36][CH2:37][NH:38][C:39]([O:41][CH2:42][C:43]1[CH:49]=[CH:48][CH:47]=[CH:46][C:44]=1[Cl:45])=[O:40])=[O:31])[CH3:29])=[O:26])=[O:22])[CH2:4][CH2:5][CH2:6][NH:7][C:8](=[NH:20])[NH:9][S:10]([C:13]1[CH:14]=[CH:15][C:16]([CH3:17])=[CH:18][CH:19]=1)(=[O:11])=[O:12])=[O:78])[CH2:72][CH2:73][C:74](=[O:75])[NH2:76] |f:3.4|. Yield: 80.0%. Reactants: Cl (HCl), Cl (HCl), C(Cl)(Cl)Cl.CO (chloroform methanol), N[C@@H](CCCNC(NS(=O)(=O)C1=CC=C(C)C=C1)=N)C(=O)N1[C@H](C(=O)N[C@@H](C)C(=O)N[C@@H](CCCCNC(=O)OCC2=C(Cl)C=CC=C2)C(=O)OCC2=CC=CC=C2)CCC1 (Arg(Tos)-Pro-Ala-Lys(ClZ)-OBzl), CC(C)(C)OC(=O)N[C@@H](CCC(=O)N)C(=O)OC1=CC=C(C=C1)[N+](=O)[O-] (Boc-Gln-Onp), N[C@@H](CCCNC(NS(=O)(=O)C1=CC=C(C)C=C1)=N)C(=O)N1[C@H](C(=O)N[C@@H](C)C(=O)N[C@@H](CCCCNC(=O)OCC2=C(Cl)C=CC=C2)C(=O)OCC2=CC=CC=C2)CCC1 (Arg(Tos)-Pro-Ala-Lys(ClZ)-OBzl). The product is N([C@@H](CCC(N)=O)C(=O)N[C@@H](CCCNC(NS(=O)(=O)C1=CC=C(C)C=C1)=N)C(=O)N1[C@H](C(=O)N[C@@H](C)C(=O)N[C@@H](CCCCNC(=O)OCC2=C(Cl)C=CC=C2)C(=O)OCC2=CC=CC=C2)CCC1)C(=O)OC(C)(C)C (Boc-Gln-Arg(Tos)-Pro-Ala-Lys(ClZ)-OBzl). The reactants are NC=1C2=C(N=CN1)N(C=C2C2=CC(=C(C=C2)NC(OC2=CC=CC=C2)=O)OC)C2CCOCC2 (Phenyl N-[4-(4-amino-7-tetrahydro-2H-4-pyranyl-7H-pyrrolo[2,3-d]pyrimidin-5-yl)-2-methoxyphenyl]carbamate), CC1=CC(=NO1)CO ((5-methyl-3-isoxazolyl)methanol). The solvent is N1=CC=CC=C1 (pyridine). Run at temperature 100 celsius. Product: NC=1C2=C(N=CN1)N(C=C2C2=CC(=C(C=C2)NC(OCC2=NOC(=C2)C)=O)OC)C2CCOCC2 ((5-methyl-3-isoxazolyl)methyl N-[4-(4-amino-7-tetrahydro-2H-4-pyranyl-7H-pyrrolo[2,3-d]pyrimidin-5-yl)-2-methoxyphenyl]carbamate). RXN SMILES: [NH2:1][C:2]1[C:3]2[C:10]([C:11]3[CH:16]=[CH:15][C:14]([NH:17][C:18](=[O:26])[O:19][C:20]4[CH:25]=[CH:24][CH:23]=[CH:22]C=4)=[C:13]([O:27][CH3:28])[CH:12]=3)=[CH:9][N:8]([CH:29]3[CH2:34][CH2:33][O:32][CH2:31][CH2:30]3)[C:4]=2[N:5]=[CH:6][N:7]=1.CC1[O:40][N:39]=C(CO)C=1>N1C=CC=CC=1>[NH2:1][C:2]1[C:3]2[C:10]([C:11]3[CH:16]=[CH:15][C:14]([NH:17][C:18](=[O:26])[O:19][CH2:20][C:25]4[CH:24]=[C:23]([CH3:22])[O:40][N:39]=4)=[C:13]([O:27][CH3:28])[CH:12]=3)=[CH:9][N:8]([CH:29]3[CH2:30][CH2:31][O:32][CH2:33][CH2:34]3)[C:4]=2[N:5]=[CH:6][N:7]=1. Procedure: Phenyl N-[4-(4-amino-7-tetrahydro-2H-4-pyranyl-7H-pyrrolo[2,3-d]pyrimidin-5-yl)-2-methoxyphenyl]carbamate (30 mg, 0.065 mmol) was mixed with (5-methyl-3-isoxazolyl)methanol (0.05 mL) in pyridine (0.5 mL). The reaction mixture was heated at 100° C. overnight. The solvent was removed and the residue was purified by preparative reverse phase LC/MS to give (5-methyl-3-isoxazolyl)methyl N-[4-(4-amino-7-tetrahydro-2H-4-pyranyl-7H-pyrrolo[2,3-d]pyrimidin-5-yl)-2-methoxyphenyl]carbamate (18 mg, 0.038 mm... The reactants are ClC1=NC=CC(=N1)C1=CC(=NC=C1)Cl (2-chloro-4-(2-chloro-4-pyridinyl)pyrimidine), product, C(C1CCCO1)N (tetrahydrofurfurylamine). Yields the product ClC1=NC=CC(=C1)C1=NC(=NC=C1)NCC1OCCC1 (4-(2-chloro-4-pyridinyl)-N-[(tetrahydro-2-furanyl)methyl]-2-pyrimidinamine). As a reaction SMILES: Cl[C:2]1[N:7]=[C:6]([C:8]2[CH:13]=[CH:12][N:11]=[C:10]([Cl:14])[CH:9]=2)[CH:5]=[CH:4][N:3]=1.[CH2:15]([NH2:21])[CH:16]1[O:20][CH2:19][CH2:18][CH2:17]1>>[Cl:14][C:10]1[CH:9]=[C:8]([C:6]2[CH:5]=[CH:4][N:3]=[C:2]([NH:21][CH2:15][CH:16]3[CH2:17][CH2:18][CH2:19][O:20]3)[N:7]=2)[CH:13]=[CH:12][N:11]=1. Procedure details: The title compound was prepared from 2-chloro-4-(2-chloro-4-pyridinyl)pyrimidine (i.e., the product of Example 6, Step A) and tetrahydrofurfurylamine in the same fashion as described in Example 9, Step A, m.p. 74-75° C.